From a dataset of the Open Reaction Database (ORD), a public repository of structured organic reaction records. describe an organic reaction: reactants, conditions, products, and yield Starting materials: ice water, C(C)(=O)OCC (ethyl acetate), BrC=1C=C(C=CC1)N1C=NC2=C1C=CC(=C2)C(=O)OC(C)C (1-(3-Bromophenyl)-5-(i-propylcarboxy)benzimidazole). Solvent: C(C)OCC (diethyl ether). Product: BrC=1C=C(C=CC1)N1C=NC2=C1C=CC(=C2)CO (1-(3-Bromophenyl)-5-(hydroxymethyl)benzimidazole). Reaction SMILES: [Br:1][C:2]1[CH:3]=[C:4]([N:8]2[C:12]3[CH:13]=[CH:14][C:15]([C:17](OC(C)C)=[O:18])=[CH:16][C:11]=3[N:10]=[CH:9]2)[CH:5]=[CH:6][CH:7]=1.C(OCC)(=O)C>C(OCC)C>[Br:1][C:2]1[CH:3]=[C:4]([N:8]2[C:12]3[CH:13]=[CH:14][C:15]([CH2:17][OH:18])=[CH:16][C:11]=3[N:10]=[CH:9]2)[CH:5]=[CH:6][CH:7]=1. Procedure details: A stirred suspension of 26 from Example 5 (18 g, 50.18 mmol) in 300 ml dry diethyl ether is kept under a stream of nitrogen at room temperature. LiAIH4 (1.9 g, 50 mmol) is added in portions and the mixture is stirred over night. The mixture is poured into a mixture of ice-water and ethyl acetate. The resulting emulgation is filtered through celite and the phases are separated. The aqueous phase is extracted once with ethyl acetate. The combined organic phases are washed with water, dried over so...